This data is from the Open Reaction Database (ORD), a public repository of structured organic reaction records. The task is: describe an organic reaction: reactants, conditions, products, and yield Starting materials: [H-].[Na+] (Sodium hydride), ClC1=CC(=C(C=C1)C1=CC=NC=C1C(=O)NC)F (4-(4-chloro-2-fluorophenyl)-N-methylnicotinamide). Run in C1CCOC1 (THF), C1CCOC1 (THF). Conditions: temperature 0 celsius, time 2 hour. Yields the product ClC=1C=CC2=C(N(C(C3=CN=CC=C23)=O)C)C1 (8-chloro-6-methylbenzo[c][2,7]naphthyridin-5(6H)-one). Isolated yield 108.3%. Reaction SMILES: [H-].[Na+].[Cl:3][C:4]1[CH:9]=[CH:8][C:7]([C:10]2[C:15]([C:16]([NH:18][CH3:19])=[O:17])=[CH:14][N:13]=[CH:12][CH:11]=2)=[C:6](F)[CH:5]=1>C1COCC1>[Cl:3][C:4]1[CH:9]=[CH:8][C:7]2[C:10]3[C:15](=[CH:14][N:13]=[CH:12][CH:11]=3)[C:16](=[O:17])[N:18]([CH3:19])[C:6]=2[CH:5]=1 |f:0.1|. Reported procedure: Sodium hydride (80 mg, 3.32 mmol) was taken in THF (1 mL) and cooled to 0° C. To the suspension, 4-(4-chloro-2-fluorophenyl)-N-methylnicotinamide (440 mg, 1.66 mmol) in THF (1 mL) was added dropwise and the temperature was maintained at 0° C. for 30 min. The reaction mixture was then warmed to room temperature and stirred for 2 h. The reaction mixture was quenched with ice and extracted with ethyl acetate (3×5 mL). The combined organic layers were washed with brine (1×5 mL) dried (Na2SO4) and co... Starting materials: CC(C(=O)N)(C(=O)N)CC1=CC=C(C=C1)[N+](=O)[O-] (2-methyl-2-(4-nitrobenzyl)malonamide). Product: NC1=CC=C(CC(C(=O)N)(C(=O)N)C)C=C1 (2-(4-aminobenzyl)-2-methylmalonamide). Procedure details: A 250-mL round bottom flask was charged with 2-methyl-2-(4-nitrobenzyl)malonamide (0.69 g, 2.74 mmol) and 10% palladium on carbon (0.17 g) in 1:2 ethyl acetate/ethanol (30 mL). This mixture was vigorously stirred under H2 (1 atm) for 6 h. The mixture was then filtered through celite to afford the title compound (0.28 g, 46%) as an off-white solid. MW=221.26. 1H NMR (DMSO-d6, 300 MHz) δ 7.15 (s, 2H), 7.08 (s, 2H), 6.80 (d, J=8.1 Hz, 2H), 6.41 (d, J=8.1 Hz, 2H), 4.87 (s, 2H), 2.86 (s, 2H), 1.07 (s... The solvent is C(C)(=O)OCC.C(C)O (ethyl acetate ethanol). Conditions: time 6 hour. Reaction SMILES: [CH3:1][C:2]([CH2:9][C:10]1[CH:15]=[CH:14][C:13]([N+:16]([O-])=O)=[CH:12][CH:11]=1)([C:6]([NH2:8])=[O:7])[C:3]([NH2:5])=[O:4]>[Pd].C(OCC)(=O)C.C(O)C>[NH2:16][C:13]1[CH:12]=[CH:11][C:10]([CH2:9][C:2]([CH3:1])([C:3]([NH2:5])=[O:4])[C:6]([NH2:8])=[O:7])=[CH:15][CH:14]=1 |f:2.3|. The reagents and catalysts are [Pd] (palladium on carbon). Isolated yield 46.2%. Reactants: CC1=NC(=CC(=N1)N1CCC(CC1)N(C(OCC1=CC=CC=C1)=O)C)C (Benzyl 1-(2,6-dimethylpyrimidin-4-yl)piperidin-4-yl(methyl)carbamate). Solvent: CO (MeOH). Run at time 4 hour. Product: CC1=NC(=CC(=N1)N1CCC(CC1)NC)C (1-(2,6-Dimethylpyrimidin-4-yl)-N-methylpiperidin-4-amine). Yield: 95.0%. RXN SMILES: [CH3:1][C:2]1[N:7]=[C:6]([N:8]2[CH2:13][CH2:12][CH:11]([N:14](C)[C:15](=O)OCC3C=CC=CC=3)[CH2:10][CH2:9]2)[CH:5]=[C:4]([CH3:26])[N:3]=1>CO>[CH3:1][C:2]1[N:7]=[C:6]([N:8]2[CH2:13][CH2:12][CH:11]([NH:14][CH3:15])[CH2:10][CH2:9]2)[CH:5]=[C:4]([CH3:26])[N:3]=1. Procedure details: Benzyl 1-(2,6-dimethylpyrimidin-4-yl)piperidin-4-yl(methyl)carbamate (3.6 g, 10.169 mmol, 1.0 eq.) was dissolved in MeOH (40 ml) and degassed for 15 min with N2. Pd(OH)2 (800 mg) was then added, and hydrogenation was carried out for 4 hours at room temperature under balloon pressure. After monitoring by TLC, the reaction mixture was filtered over Celite and washed with methanol (100 ml). The filtrate was concentrated under reduced pressure and the crude product was used in the next stage without... Reactants: C(C)(C)(C)OC(=O)NC1=NC=CC(=C1C)C#N (2-t-butyloxycarbonylamino-4-cyano-3-methylpyridine), C(C)(=O)O (acetic acid). The reagents and catalysts are [Pd] (Pd-C). The solvent is CO (MeOH). Product: NCC1=C(C(=NC=C1)NC(=O)OC(C)(C)C)C (4-Aminomethyl-2-t-butyloxycarbonylamino-3-methylpyridine). The yield is 84.3%. As a reaction SMILES: [C:1]([O:5][C:6]([NH:8][C:9]1[C:14]([CH3:15])=[C:13]([C:16]#[N:17])[CH:12]=[CH:11][N:10]=1)=[O:7])([CH3:4])([CH3:3])[CH3:2].C(O)(=O)C>CO.[Pd]>[NH2:17][CH2:16][C:13]1[CH:12]=[CH:11][N:10]=[C:9]([NH:8][C:6]([O:5][C:1]([CH3:3])([CH3:2])[CH3:4])=[O:7])[C:14]=1[CH3:15]. Procedure: A solution of 175 mg (0.75 mmol) of 2-t-butyloxycarbonylamino-4-cyano-3-methylpyridine and 88 μL (1.5 mmol) of acetic acid in 10 mL of MeOH was hydrogenated over 75 mg of 10% Pd-C at 55 psi overnight on a Parr apparatus. The catalyst was removed by filtration, concentrated at reduced pressure, and the residue partitioned between CHCl3 and 10% Na2CO3. The aqueous layer was extracted with CHCl3 and the combined organic layers were dried over Na2SO4 and concentrated to give 150 mg of the title comp...